From a dataset of the Open Reaction Database (ORD), a public repository of structured organic reaction records. describe an organic reaction: reactants, conditions, products, and yield Starting materials: Cc1ccccc1, CON=Cc1cc(N)c(F)cc1Cl, O=C(Cl)OC(Cl)(Cl)Cl. The product is CON=Cc1cc(N=C=O)c(F)cc1Cl. As a reaction SMILES: [CH3:22][c:23]1[cH:24][cH:25][cH:26][cH:27][cH:28]1.[CH3:9][O:10][N:11]=[CH:12][c:13]1[c:14]([Cl:21])[cH:15][c:16]([F:20])[c:17]([NH2:19])[cH:18]1.[O:1]=[C:2]([Cl:3])[O:4][C:5]([Cl:6])([Cl:7])[Cl:8]>>[O:1]=[C:2]=[N:19][c:17]1[c:16]([F:20])[cH:15][c:14]([Cl:21])[c:13]([CH:12]=[N:11][O:10][CH3:9])[cH:18]1. The reactants are CO, CS(=O)(=O)c1ccc(Cn2c(CO)c(-c3ccccc3)c3cc(Cl)ccc3c2=O)cc1. The product is CS(=O)(=O)c1ccc(Cn2c(C=O)c(-c3ccccc3)c3cc(Cl)ccc3c2=O)cc1. As a reaction SMILES: [CH3:32][OH:33].[Cl:1][c:2]1[cH:3][c:4]2[c:5](-[c:26]3[cH:27][cH:28][cH:29][cH:30][cH:31]3)[c:6]([CH2:24][OH:25])[n:7]([CH2:13][c:14]3[cH:15][cH:16][c:17]([S:20](=[O:21])(=[O:22])[CH3:23])[cH:18][cH:19]3)[c:8](=[O:12])[c:9]2[cH:10][cH:11]1>>[Cl:1][c:2]1[cH:3][c:4]2[c:5](-[c:26]3[cH:27][cH:28][cH:29][cH:30][cH:31]3)[c:6]([CH:24]=[O:25])[n:7]([CH2:13][c:14]3[cH:15][cH:16][c:17]([S:20](=[O:21])(=[O:22])[CH3:23])[cH:18][cH:19]3)[c:8](=[O:12])[c:9]2[cH:10][cH:11]1. Starting materials: CC=1C=C(C(=O)O)C=C(N1)NC(C(C)(C)C)=O (2-methyl-6-pivalamidoisonicotinic acid), Cl.FC(COC1=CC=C(C=N1)CN)(F)F ((6-(2,2,2-trifluoroethoxy)pyridin-3-yl)methanamine hydrochloride). Product: CC=1C=C(C(=O)NCC=2C=NC(=CC2)OCC(F)(F)F)C=C(N1)NC(C(C)(C)C)=O (2-methyl-6-pivalamido-N-((6-(2,2,2-trifluoroethoxy)pyridin-3-yl)methyl)isonicotinamide). Reaction SMILES: [CH3:1][C:2]1[CH:3]=[C:4]([CH:8]=[C:9]([NH:11][C:12](=[O:17])[C:13]([CH3:16])([CH3:15])[CH3:14])[N:10]=1)[C:5]([OH:7])=O.Cl.[F:19][C:20]([F:32])([F:31])[CH2:21][O:22][C:23]1[N:28]=[CH:27][C:26]([CH2:29][NH2:30])=[CH:25][CH:24]=1>>[CH3:1][C:2]1[CH:3]=[C:4]([CH:8]=[C:9]([NH:11][C:12](=[O:17])[C:13]([CH3:16])([CH3:15])[CH3:14])[N:10]=1)[C:5]([NH:30][CH2:29][C:26]1[CH:27]=[N:28][C:23]([O:22][CH2:21][C:20]([F:32])([F:19])[F:31])=[CH:24][CH:25]=1)=[O:7] |f:1.2|. Reported procedure: The title compound is prepared from 2-methyl-6-pivalamidoisonicotinic acid (30 mg, 0.06 mmol, Step-1) and (6-(2,2,2-trifluoroethoxy)pyridin-3-yl)methanamine hydrochloride (15 mg, 0.06 mmol) by the similar manner in Example 2. Starting materials: COP(OC)(=O)CCCBr ((3-bromopropyl)phosphonic acid dimethyl ester), CN(C)C=O (DMF), [H-].[Na+] (NaH), C(C)OC(CC1=CNC2=CC=C(C=C12)O)=O (5-Hydroxy-1H-indole-3-acetic acid ethyl ester). Run in C1CCOC1 (THF), O (water), C(C)(=O)OCC (ethyl acetate). Conditions: time 0.17 hour. Product: COP(OC)(=O)CCCOC=1C=C2C(=CN(C2=CC1)CC1=CC=CC=C1)CC(=O)OCC ([3-[[3-(2-ethoxy-2-oxoethyl)-1-(phenylmethyl)-1H-indol-5-yl]oxy]propyl]phosphonic acid dimethyl ester). The yield is 142.7%. RXN SMILES: [CH2:1]([O:3][C:4](=[O:16])[CH2:5][C:6]1[C:14]2[C:9](=[CH:10][CH:11]=[C:12]([OH:15])[CH:13]=2)[NH:8][CH:7]=1)[CH3:2].CN(C=O)C.[H-].[Na+].[CH3:24][O:25][P:26]([CH2:30][CH2:31][CH2:32]Br)(=[O:29])[O:27][CH3:28]>C1COCC1.O.C(OCC)(=O)C>[CH3:24][O:25][P:26]([CH2:30][CH2:31][CH2:32][O:15][C:12]1[CH:13]=[C:14]2[C:9](=[CH:10][CH:11]=1)[N:8]([CH2:6][C:14]1[CH:9]=[CH:10][CH:11]=[CH:12][CH:13]=1)[CH:7]=[C:6]2[CH2:5][C:4]([O:3][CH2:1][CH3:2])=[O:16])(=[O:29])[O:27][CH3:28] |f:2.3|. Reported procedure: 5-Hydroxy-1H-indole-3-acetic acid ethyl ester (560 mg. 1,8 mmol) was dissolved in 25 mL of THF and 75 mL of DMF and 80 mg (2.0 mmol) of 60% NaH/mineral oil added. After 0.17 hours, 465 mg (2.0 mmol) of (3-bromopropyl)phosphonic acid dimethyl ester was added and stirring maintained for 3.0 hours. The mixture was diluted with water and ethyl acetate, the organic layer separated, washed with water, brine and dried (Na2SO4). The solution was evaporated at reduced pressure and the residue chromatogra... Starting materials: Cl (hydrochloric acid), C(CCCCCCC)OC1=CC=C(C(=O)Cl)C=C1 (4-octyloxybenzoic acid chloride), CN(C)C1=NC=CC=C1 (dimethylaminopyridine), OC=1C=C2C=CC(=CC2=CC1)C(=O)O (6-hydroxy-2-naphthoic acid). Reaction SMILES: [OH:1][C:2]1[CH:3]=[C:4]2[C:9](=[CH:10][CH:11]=1)[CH:8]=[C:7]([C:12]([OH:14])=[O:13])[CH:6]=[CH:5]2.[CH2:15]([O:23][C:24]1[CH:32]=[CH:31][C:27]([C:28](Cl)=[O:29])=[CH:26][CH:25]=1)[CH2:16][CH2:17][CH2:18][CH2:19][CH2:20][CH2:21][CH3:22].CN(C1C=CC=CN=1)C.Cl>ClCCl>[CH2:15]([O:23][C:24]1[CH:32]=[CH:31][C:27]([C:28]([O:1][C:2]2[CH:3]=[C:4]3[C:9](=[CH:10][CH:11]=2)[CH:8]=[C:7]([C:12]([OH:14])=[O:13])[CH:6]=[CH:5]3)=[O:29])=[CH:26][CH:25]=1)[CH2:16][CH2:17][CH2:18][CH2:19][CH2:20][CH2:21][CH3:22]. Solvent: ClCCl (dichloromethane). Yields the product C(CCCCCCC)OC1=CC=C(C=C1)C(=O)OC=1C=C2C=CC(=CC2=CC1)C(=O)O (6-(4-octyloxyphenylcarbonyloxy)-2-naphthoic acid). The yield is 88.0%. Conditions: time 20 hour. Procedure: In 30 ml of dichloromethane, 3 g of 6-hydroxy-2-naphthoic acid and 2.4 g oftriethylamine were dissolved. To this solution were added 4.4 g of 4-octyloxybenzoic acid chloride and 0.2 g of dimethylaminopyridine, and the solution was stirred for about 20 hours at an ambient temperature. A diluted hydrochloric acid solution was added to the solution and the organic layer in the mixed solution was separated by means of a separatingfunnel. After the solvent was distilled off, the residue was washed wi...